The task is: describe an organic reaction: reactants, conditions, products, and yield. This data is from the Open Reaction Database (ORD), a public repository of structured organic reaction records. The reactants are ClC=1C=C(C=CC1Cl)C1(CC(NC1)=O)CCCOC1OCCCC1 (4-(3,4-dichloro-phenyl)-4-[3-(tetrahydro-pyran-2-yloxy)-propyl]-pyrrolidin-2-one), OS(=O)(=O)O (H2SO4). The product is ClC=1C=C(C=CC1Cl)C1(CCNC1)CCCOC1OCCCC1 (4-(3,4-dichloro-phenyl)-4-[3-(tetrahydro-pyran-2-yloxy)-propyl]-pyrrolidine). As a reaction SMILES: [Cl:1][C:2]1[CH:3]=[C:4]([C:9]2([CH2:15][CH2:16][CH2:17][O:18][CH:19]3[CH2:24][CH2:23][CH2:22][CH2:21][O:20]3)[CH2:13][NH:12][C:11](=O)[CH2:10]2)[CH:5]=[CH:6][C:7]=1[Cl:8].OS(O)(=O)=O>>[Cl:1][C:2]1[CH:3]=[C:4]([C:9]2([CH2:15][CH2:16][CH2:17][O:18][CH:19]3[CH2:24][CH2:23][CH2:22][CH2:21][O:20]3)[CH2:13][NH:12][CH2:11][CH2:10]2)[CH:5]=[CH:6][C:7]=1[Cl:8]. Procedure: Prepare according to the method of example 1.3.2 using 4-(3,4-dichloro-phenyl)-4-[3-(tetrahydro-pyran-2-yloxy)-propyl]-pyrrolidin-2-one (3 mmol), LiA1H4 (18 mmol) H2SO4 (99.999%) (9 mmol). Purify to give the title compound. Starting materials: C(=O)C1=C(OCCCCC(=O)OCC)C=CC(=C1O)C(=O)OC (Ethyl 5-(2-formyl-3-hydroxy-4-methoxycarbonylphenoxy)pentanoate), Cl (hydrochloric acid). Run in [OH-].[Na+] (sodium hydroxide). Conditions: time 2 hour. Product: C(=O)C1=C(OCCCCC(=O)O)C=CC(=C1O)C(=O)O (5-(2-formyl-3-hydroxy-4-carboxyphenoxy)pentanoic acid). RXN SMILES: [CH:1]([C:3]1[C:18]([OH:19])=[C:17]([C:20]([O:22]C)=[O:21])[CH:16]=[CH:15][C:4]=1[O:5][CH2:6][CH2:7][CH2:8][CH2:9][C:10]([O:12]CC)=[O:11])=[O:2].Cl>[OH-].[Na+]>[CH:1]([C:3]1[C:18]([OH:19])=[C:17]([C:20]([OH:22])=[O:21])[CH:16]=[CH:15][C:4]=1[O:5][CH2:6][CH2:7][CH2:8][CH2:9][C:10]([OH:12])=[O:11])=[O:2] |f:2.3|. Procedure details: Ethyl 5-(2-formyl-3-hydroxy-4-methoxycarbonylphenoxy)pentanoate (0.5 g, 0.0015 M) was added to 10% sodium hydroxide solution (10 ml) and stirred at room temperature for 2 hours. The reaction mixture was acidified with concentrated hydrochloric acid and the resulting solid was filtered, sucked dry, and washed with a little ethanol, then dried in a desiccator over phosphorus pentoxide to give 5-(2-formyl-3-hydroxy-4-carboxyphenoxy)pentanoic acid, 0.38 g, 90%, m.p. 165°-166° C. Starting materials: ClC=1C=C(C=CC1)CCCN(C(NC=1SC(=CN1)SCC(=O)O)=O)[C@@H]1CC[C@H](CC1)C ({2-[-3-[3-(3-chloro-phenyl)-propyl]-3-(trans-4-methyl-cyclohexyl)-ureido]-thiazol-5-ylsulfanyl}-acetic acid), ClC=1C=CC2=C(C(=CO2)CCC(=O)O)C1 (3-(5-chloro-benzofuran-3-yl)-propionic acid), C(C)OC(CSC1=CN=C(S1)N)=O ((2-aminothiazol-5-ylsulfanyl)acetic acid ethyl ester). Product: ClC=1C=CC2=C(C(=CO2)CCCN(C(NC=2SC(=CN2)SCC(=O)O)=O)[C@@H]2CC[C@H](CC2)C)C1 ({2-[3-[3-(5-Chloro-benzofuran-3-yl)-propyl]-3-(trans-4-methyl-cyclohexyl)-ureido]-thiazol-5-ylsulfanyl}-acetic acid). Reaction SMILES: ClC1C=C(CC[CH2:10][N:11]([C@H:25]2[CH2:30][CH2:29][C@H:28]([CH3:31])[CH2:27][CH2:26]2)[C:12](=[O:24])[NH:13][C:14]2[S:15][C:16]([S:19][CH2:20][C:21]([OH:23])=[O:22])=[CH:17][N:18]=2)C=CC=1.[Cl:32][C:33]1[CH:34]=[CH:35][C:36]2[O:40][CH:39]=[C:38]([CH2:41][CH2:42]C(O)=O)[C:37]=2[CH:46]=1.C(OC(=O)CSC1SC(N)=NC=1)C>>[Cl:32][C:33]1[CH:34]=[CH:35][C:36]2[O:40][CH:39]=[C:38]([CH2:41][CH2:42][CH2:10][N:11]([C@H:25]3[CH2:30][CH2:29][C@H:28]([CH3:31])[CH2:27][CH2:26]3)[C:12](=[O:24])[NH:13][C:14]3[S:15][C:16]([S:19][CH2:20][C:21]([OH:23])=[O:22])=[CH:17][N:18]=3)[C:37]=2[CH:46]=1. Reported procedure: The compound was prepared following an analogous procedure to the one described for the synthesis of {2-[-3-[3-(3-chloro-phenyl)-propyl]-3-(trans-4-methyl-cyclohexyl)-ureido]-thiazol-5-ylsulfanyl}-acetic acid using 3-(5-chloro-benzofuran-3-yl)-propionic acid and (2-aminothiazol-5-ylsulfanyl)acetic acid ethyl ester.